The task is: describe an organic reaction: reactants, conditions, products, and yield. This data is from the Open Reaction Database (ORD), a public repository of structured organic reaction records. Starting materials: CC(CC1=CC=C(C=C1)O)(C)[N+](=O)[O-] (4(2-methyl-2-nitropropyl)phenol), CC(=O)O (HOAc), CCO (EtOH). Reagents/catalysts: [Pd] (Palladium on carbon). Solvent: CO (MeOH). Reaction conditions: temperature 50 celsius, time 1 hour. The product is C(C)(=O)O.NC(CC1=CC=C(C=C1)O)(C)C (4-(2-amino-2-methylpropyl)phenol acetic acid salt). The yield is 85.9%. As a reaction SMILES: [CH3:1][C:2]([N+:12]([O-])=O)([CH3:11])[CH2:3][C:4]1[CH:9]=[CH:8][C:7]([OH:10])=[CH:6][CH:5]=1.[CH3:15][C:16]([OH:18])=[O:17].CCO>[Pd].CO>[C:16]([OH:18])(=[O:17])[CH3:15].[NH2:12][C:2]([CH3:11])([CH3:1])[CH2:3][C:4]1[CH:9]=[CH:8][C:7]([OH:10])=[CH:6][CH:5]=1 |f:5.6|. Procedure details: A one-gallon high-pressure reactor was charged with 4(2-methyl-2-nitropropyl)phenol (120 g, 614 mmol), HOAc (35.2 mL, 614 mmol), 5% Palladium on carbon (24 g) wetted with 2B3 EtOH (60 mL), and MeOH (1230 mL). The mixture was heated to 50° C. with agitation (600 rpm), and the reactor was purged with N2 and pressurized to 50 psi with H2. After 15.5 h the reactor was purged with N2, and the cooled mixture was filtered. The filter cake was washed with MeOH and the filtrate was concentrated to 514 g ... Reactants: NC1=C(C(C=2C(O1)C1=CC=NC1=CC2)C2=CC(=C(C(=C2)OC)OC)Br)C#N (2-amino-4-(3-bromo-4,5-dimethoxy-phenyl)-3-cyano-4H-indolo[4,5-b]pyran), C(C)(C)(C)ON=O (tert-butylnitrite), [BH4-].[Na+] (sodium borohydride). Run in C1CCOC1 (THF). Conditions: temperature -15 celsius, time 4 hour. The product is BrC=1C=C(C=C(C1OC)OC)C1C=2C(OC=C1C#N)C1=CC=NC1=CC2 (4-(3-Bromo-4,5-dimethoxyphenyl)-3-cyano-4H-indolo[4,5-b]pyran). Isolated yield 40.5%. Reaction SMILES: N[C:2]1[O:7][CH:6]2[C:8]3[C:12](=[CH:13][CH:14]=[C:5]2[CH:4]([C:15]2[CH:20]=[C:19]([O:21][CH3:22])[C:18]([O:23][CH3:24])=[C:17]([Br:25])[CH:16]=2)[C:3]=1[C:26]#[N:27])[N:11]=[CH:10][CH:9]=3.C(ON=O)(C)(C)C.[BH4-].[Na+]>C1COCC1>[Br:25][C:17]1[CH:16]=[C:15]([CH:4]2[C:3]([C:26]#[N:27])=[CH:2][O:7][CH:6]3[C:8]4[C:12](=[CH:13][CH:14]=[C:5]23)[N:11]=[CH:10][CH:9]=4)[CH:20]=[C:19]([O:21][CH3:22])[C:18]=1[O:23][CH3:24] |f:2.3|. Reported procedure: To a solution of 2-amino-4-(3-bromo-4,5-dimethoxy-phenyl)-3-cyano-4H-indolo[4,5-b]pyran (0.998 g, 2.34 mmol) in anhydrous THF (40 mL) kept at −30° C., was added tert-butylnitrite (1.0 mL, 7.58 mmol) via a syringe under argon. The light yellow solution was stirred between −20 to −10° C. for 4 h, then allowed to warm up to 0° C. The reaction mixture was cooled to −10° C. and sodium borohydride (NaBH4, 0.259 g, 6.84 mmol) was added in one portion. The reaction mixture was warmed up to room temperat... Reactants: FC1=CC(=C(C(=O)OC)C=C1)O (methyl 4-fluoro-2-hydroxybenzoate), C1(CC1)N (cyclopropylamine). Reaction conditions: time 8 hour. Product: C1(CC1)NC(C1=C(C=C(C=C1)F)O)=O (N-Cyclopropyl-4-fluoro-2-hydroxybenzamide). As a reaction SMILES: [F:1][C:2]1[CH:11]=[CH:10][C:5]([C:6]([O:8]C)=O)=[C:4]([OH:12])[CH:3]=1.[CH:13]1([NH2:16])[CH2:15][CH2:14]1>>[CH:13]1([NH:16][C:6](=[O:8])[C:5]2[CH:10]=[CH:11][C:2]([F:1])=[CH:3][C:4]=2[OH:12])[CH2:15][CH2:14]1. Procedure: A suspension of methyl 4-fluoro-2-hydroxybenzoate (510 mg, 3.0 mmol) in cyclopropylamine (5 mL) was stirred at room temperature overnight when it became a clear solution. The volatiles were removed in vacuo and the residue was purified by silica gel flash chromatography (0-30% ethyl acetate in petroleum ether) to give the subtitled compound (493 mg). Reaction SMILES: [Cl:21][CH2:22][Cl:23].[F:1][CH:2]1[CH:3]([OH:20])[CH:4]([O:5][CH3:6])[O:7][CH:8]1[CH2:9][O:10][C:11](=[O:12])[c:13]1[c:14]([CH3:19])[cH:15][cH:16][cH:17][cH:18]1>>[F:1][CH:2]1[C:3]([OH:20])([CH3:22])[CH:4]([O:5][CH3:6])[O:7][CH:8]1[CH2:9][O:10][C:11](=[O:12])[c:13]1[c:14]([CH3:19])[cH:15][cH:16][cH:17][cH:18]1. Reactants: ClCCl, COC1OC(COC(=O)c2ccccc2C)C(F)C1O. Product: COC1OC(COC(=O)c2ccccc2C)C(F)C1(C)O.